Dataset: the Open Reaction Database (ORD), a public repository of structured organic reaction records. Task: describe an organic reaction: reactants, conditions, products, and yield Starting materials: C(C)(=O)C=1C=C2C(=CC(=NC2=C(C1O)CCC)C(=O)O)N(C)C (6-Acetyl-7-hydroxy-4-dimethylamino-8-propyl-quinoline-2-carboxylic acid), C(C)O (ethanol). Yields the product C(C)(=O)C=1C=C2C(=CC(=NC2=C(C1O)CCC)C(=O)OCC)N(C)C (Ethyl 6-acetyl-7-hydroxy-4-dimethylamino-8-propyl-quinoline-2-carboxylate). Isolated yield 76.0%. As a reaction SMILES: [C:1]([C:4]1[CH:5]=[C:6]2[C:11](=[C:12]([CH2:15][CH2:16][CH3:17])[C:13]=1[OH:14])[N:10]=[C:9]([C:18]([OH:20])=[O:19])[CH:8]=[C:7]2[N:21]([CH3:23])[CH3:22])(=[O:3])[CH3:2].[CH2:24](O)[CH3:25]>>[C:1]([C:4]1[CH:5]=[C:6]2[C:11](=[C:12]([CH2:15][CH2:16][CH3:17])[C:13]=1[OH:14])[N:10]=[C:9]([C:18]([O:20][CH2:24][CH3:25])=[O:19])[CH:8]=[C:7]2[N:21]([CH3:23])[CH3:22])(=[O:3])[CH3:2]. Procedure details: The product of step (a) (2 g; 6.3291 mmole) was dissolved in ethanol and hydrogen chloride was bubbled through the solution. When the heat of soluation subsided, the solution was heated to reflux on a steambath for 2 hours. The mixture was cooled, treated with water and concentrated, followed by basification with NH3 solution (pH about 6). The solution was extracted into chloroform and this was washed with water, dried and evaporated to give a brown solid (1.6 g, 76%). NMR and mass spectra were ... Starting materials: CS(=O)C1=NN=C(S1)N1C(N(CCC1O)CC#C)=O (Tetrahydro-1-(5-methylsulfinyl-1,3,4-thiadiazol-2-yl)-3-propargyl-6-hydroxy-2(1H)-pyrimidinone), N1=CC=CC=C1 (pyridine), N1=CC=CC=C1 (pyridine), ClC(=S)OC1CC1 (cyclopropyl chlorothioformate). Conditions: time 15 minute. Product: CS(=O)C1=NN=C(S1)N1C(N(CCC1OC(=S)C1CC1)CC#C)=O (tetrahydro-1-(5-methylsulfinyl-1,3,4-thiadiazol-2-yl)-3-propargyl-6-cyclopropylthiocarbonyloxy-2(1H)-pyrimidinone). RXN SMILES: [CH3:1][S:2]([C:4]1[S:8][C:7]([N:9]2[CH:14]([OH:15])[CH2:13][CH2:12][N:11]([CH2:16][C:17]#[CH:18])[C:10]2=[O:19])=[N:6][N:5]=1)=[O:3].ClC(OC1CC1)=[S:22].N1[CH:32]=[CH:31][CH:30]=[CH:29]C=1>>[CH3:1][S:2]([C:4]1[S:8][C:7]([N:9]2[CH:14]([O:15][C:29]([CH:30]3[CH2:32][CH2:31]3)=[S:22])[CH2:13][CH2:12][N:11]([CH2:16][C:17]#[CH:18])[C:10]2=[O:19])=[N:6][N:5]=1)=[O:3]. Reported procedure: Tetrahydro-1-(5-methylsulfinyl-1,3,4-thiadiazol-2-yl)-3-propargyl-6-hydroxy-2(1H)-pyrimidinone (0.05 mole) dissolved in pyridine (80 ml) is charged into a glass reaction vessel equipped with a mechanical stirrer and thermometer. The solution is cooled to a temperature of about 10° C. and cyclopropyl chlorothioformate (0.06 mole) dissolved in pyridine (25 ml) is slowly added with stirring over a period of about 15 minutes. After the addition is completed, the reaction mixture is warmed to room te... Reactants: C1[C@@H](CCC2=CC=CC=C12)CC(=O)C1[C@H](NCS1)C(=O)O (3-[(R)-(+)-1,2,3,4-tetrahydronaphthalen-2-ylacetyl]-L-thioproline), S1CNCC1 (thiazolidine), N1CCCC1 (pyrrolidine), C1(CCC2=CC=CC=C12)CC(=O)C1[C@H](NCS1)C(=O)O (3-(2-indanylacetyl)-L-thioproline). The product is C1[C@@H](CCC2=CC=CC=C12)CC(=O)C1[C@H](NCS1)C(=O)N1CCCC1 (1-{3-[(R)-(+)-1,2,3,4-tetrahydronaphthalen-2-ylacetyl]-L-thioprolyl}pyrrolidine). Isolated yield 31.0%. Reaction SMILES: [CH2:1]1[C:10]2[C:5](=[CH:6][CH:7]=[CH:8][CH:9]=2)[CH2:4][CH2:3][C@H:2]1[CH2:11][C:12]([CH:14]1[S:18][CH2:17][NH:16][C@@H:15]1[C:19]([OH:21])=O)=[O:13].[NH:22]1[CH2:26][CH2:25][CH2:24][CH2:23]1.C1(CC(C2SCN[C@@H]2C(O)=O)=O)C2C(=CC=CC=2)CC1.S1CCNC1>>[CH2:1]1[C:10]2[C:5](=[CH:6][CH:7]=[CH:8][CH:9]=2)[CH2:4][CH2:3][C@H:2]1[CH2:11][C:12]([CH:14]1[S:18][CH2:17][NH:16][C@@H:15]1[C:19]([N:22]1[CH2:26][CH2:25][CH2:24][CH2:23]1)=[O:21])=[O:13]. Procedure details: Colorless crystals of 1-{3-[(R)-(+)-1,2,3,4-tetrahydronaphthalen-2-ylacetyl]-L-thioprolyl}pyrrolidine were prepared in the same manner as in Example 1, except that 3-[(R)-(+)-1,2,3,4-tetrahydronaphthalen-2-ylacetyl]-L-thioproline prepared in Reference Example 34 and pyrrolidine were used instead of 3-(2-indanylacetyl)-L-thioproline and thiazolidine, respectively (yield: 31%).